From a dataset of the Open Reaction Database (ORD), a public repository of structured organic reaction records. describe an organic reaction: reactants, conditions, products, and yield The reactants are Cc1c(Br)c(=O)n(C2CCCC2)c2nc(S(C)=O)ncc12, CC(C)(C)OC(=O)N1CCN(c2ccc(N)nc2)CC1, Cc1ccccc1, ClCCl. The product is Cc1c(Br)c(=O)n(C2CCCC2)c2nc(Nc3ccc(N4CCN(C(=O)OC(C)(C)C)CC4)cn3)ncc12. Reaction SMILES: [Br:1][c:2]1[c:3]([CH3:21])[c:4]2[c:5]([n:6][c:7]([S:10]([CH3:11])=[O:12])[n:8][cH:9]2)[n:13]([CH:16]2[CH2:17][CH2:18][CH2:19][CH2:20]2)[c:14]1=[O:15].[C:22]([CH3:23])([CH3:24])([CH3:25])[O:26][C:27](=[O:28])[N:29]1[CH2:30][CH2:31][N:32]([c:35]2[cH:36][n:37][c:38]([NH2:41])[cH:39][cH:40]2)[CH2:33][CH2:34]1.[CH3:42][c:43]1[cH:44][cH:45][cH:46][cH:47][cH:48]1.[Cl:49][CH2:50][Cl:51]>>[Br:1][c:2]1[c:3]([CH3:21])[c:4]2[c:5]([n:6][c:7]([NH:41][c:38]3[n:37][cH:36][c:35]([N:32]4[CH2:31][CH2:30][N:29]([C:27]([O:26][C:22]([CH3:23])([CH3:24])[CH3:25])=[O:28])[CH2:34][CH2:33]4)[cH:40][cH:39]3)[n:8][cH:9]2)[n:13]([CH:16]2[CH2:17][CH2:18][CH2:19][CH2:20]2)[c:14]1=[O:15]. The reactants are CC(=O)O, Cl, CC(C)(C)OC(=O)CNNC(=O)Cc1cccs1. Yields the product Cl, O=C(O)CNNC(=O)Cc1cccs1. RXN SMILES: [CH3:20][C:21](=[O:22])[OH:23].[ClH:1].[s:2]1[c:3]([CH2:7][C:8](=[O:9])[NH:10][NH:11][CH2:12][C:13](=[O:14])[O:15][C:16]([CH3:17])([CH3:18])[CH3:19])[cH:4][cH:5][cH:6]1>>[ClH:1].[s:2]1[c:3]([CH2:7][C:8](=[O:9])[NH:10][NH:11][CH2:12][C:13](=[O:14])[OH:15])[cH:4][cH:5][cH:6]1. Starting materials: CC(C)COc1ccc(CN2C(=O)COC3(CCN(C(=O)OCc4ccccc4)CC3)C2Cc2ccc(F)cc2)cc1, CCO. Yields the product CC(C)COc1ccc(CN2C(=O)COC3(CCNCC3)C2Cc2ccc(F)cc2)cc1. Reaction SMILES: [CH2:1]([O:2][C:3](=[O:4])[N:11]1[CH2:12][CH2:13][C:14]2([CH:15]([CH2:33][c:34]3[cH:35][cH:36][c:37]([F:40])[cH:38][cH:39]3)[N:16]([CH2:21][c:22]3[cH:23][cH:24][c:25]([O:28][CH2:29][CH:30]([CH3:31])[CH3:32])[cH:26][cH:27]3)[C:17](=[O:20])[CH2:18][O:19]2)[CH2:41][CH2:42]1)[c:5]1[cH:6][cH:7][cH:8][cH:9][cH:10]1.[CH3:43][CH2:44][OH:45]>>[NH:11]1[CH2:12][CH2:13][C:14]2([CH:15]([CH2:33][c:34]3[cH:35][cH:36][c:37]([F:40])[cH:38][cH:39]3)[N:16]([CH2:21][c:22]3[cH:23][cH:24][c:25]([O:28][CH2:29][CH:30]([CH3:31])[CH3:32])[cH:26][cH:27]3)[C:17](=[O:20])[CH2:18][O:19]2)[CH2:41][CH2:42]1.